This data is from the Open Reaction Database (ORD), a public repository of structured organic reaction records. The task is: describe an organic reaction: reactants, conditions, products, and yield Starting materials: NC=1C=CC(=C(C(=O)O)C1)Cl (5-Amino-2-chloro-benzoic acid), ClC=1C=C(C(=O)Cl)C=CC1 (3-chloro-benzoyl chloride). The solvent is C1CCOC1 (THF). Conditions: time 16 hour. The product is ClC1=C(C(=O)O)C=C(C=C1)NC(C1=CC(=CC=C1)Cl)=O (2-Chloro-5-(3-Chloro-Benzoylamino)-Benzoic Acid), solid. Yield: 70.0%. Reaction SMILES: [NH2:1][C:2]1[CH:3]=[CH:4][C:5]([Cl:11])=[C:6]([CH:10]=1)[C:7]([OH:9])=[O:8].[Cl:12][C:13]1[CH:14]=[C:15]([CH:19]=[CH:20][CH:21]=1)[C:16](Cl)=[O:17]>C1COCC1>[Cl:11][C:5]1[CH:4]=[CH:3][C:2]([NH:1][C:16](=[O:17])[C:15]2[CH:19]=[CH:20][CH:21]=[C:13]([Cl:12])[CH:14]=2)=[CH:10][C:6]=1[C:7]([OH:9])=[O:8]. Procedure: 5-Amino-2-chloro-benzoic acid (0.4 g, 2.33 mmol) was diluted with THF (12 mL), treated with 3-chloro-benzoyl chloride (0.330 mL, 2.56 mmol) and stirred for 16 h. Solvents were then removed and resulting solids were triturated with DCM. After filtration, the title compound was obtained as a white solid (0.5 g, 70%). The reactants are O=C1CCCCC(N1)CC=CC1=C(C(=O)OC)C=C(C=C1)[N+](=O)[O-] (methyl 2-[3-(hexahydro-7-oxo-1H-azepin-2-yl)-1-propenyl]-5-nitrobenzoate), F[B-](F)(F)F.C[O+](C)C (trimethyloxonium tetrafluoroborate). Solvent: C(Cl)Cl (CH2Cl2). Product: [N+](=O)([O-])C=1C=CC(=C(C(=O)OC)C1)C=CCC1N=C(CCCC1)OC (methyl 5-nitro-2-[3-(3,4,5,6-tetrahydro-7-methoxy-2H-azepin-2-yl)-1-propenyl]benzoate). RXN SMILES: [O:1]=[C:2]1[NH:8][CH:7]([CH2:9][CH:10]=[CH:11][C:12]2[CH:21]=[CH:20][C:19]([N+:22]([O-:24])=[O:23])=[CH:18][C:13]=2[C:14]([O:16][CH3:17])=[O:15])[CH2:6][CH2:5][CH2:4][CH2:3]1.F[B-](F)(F)F.[CH3:30][O+](C)C>C(Cl)Cl>[N+:22]([C:19]1[CH:20]=[CH:21][C:12]([CH:11]=[CH:10][CH2:9][CH:7]2[CH2:6][CH2:5][CH2:4][CH2:3][C:2]([O:1][CH3:30])=[N:8]2)=[C:13]([CH:18]=1)[C:14]([O:16][CH3:17])=[O:15])([O-:24])=[O:23] |f:1.2|. Procedure: The product of Example 159 is reacted with trimethyloxonium tetrafluoroborate in CH2Cl2 by the method of Example 3 to produce the title material.